Dataset: the Open Reaction Database (ORD), a public repository of structured organic reaction records. Task: describe an organic reaction: reactants, conditions, products, and yield Reactants: CN(C)C=O, Cc1cc2c3c(cc(C)c2[nH]c1=O)C(C)C(C)(CI)O3, [N-]=[N+]=[N-], [Na+]. Product: Cc1cc2c3c(cc(C)c2[nH]c1=O)C(C)C(C)(CN=[N+]=[N-])O3. As a reaction SMILES: [CH3:25][N:26]([CH3:27])[CH:28]=[O:29].[I:1][CH2:2][C:3]1([CH3:20])[CH:4]([CH3:19])[c:5]2[c:6]([c:7]3[cH:8][c:9]([CH3:17])[c:10](=[O:16])[nH:11][c:12]3[c:13]([CH3:15])[cH:14]2)[O:18]1.[N-:22]=[N+:23]=[N-:24].[Na+:21]>>[CH2:2]([C:3]1([CH3:20])[CH:4]([CH3:19])[c:5]2[c:6]([c:7]3[cH:8][c:9]([CH3:17])[c:10](=[O:16])[nH:11][c:12]3[c:13]([CH3:15])[cH:14]2)[O:18]1)[N:22]=[N+:23]=[N-:24]. Starting materials: CC1CN(Cc2ccc(CC(=O)N3CCC(Nc4ccc(F)c(C#N)c4)CC3)cc2)CCN1C(=O)OC(C)(C)C, ClCCl, O=C(O)C(F)(F)F. Product: CC1CN(Cc2ccc(CC(=O)N3CCC(Nc4ccc(F)c(C#N)c4)CC3)cc2)CCN1. RXN SMILES: [C:1](#[N:2])[c:3]1[cH:4][c:5]([NH:10][CH:11]2[CH2:12][CH2:13][N:14]([C:17]([CH2:18][c:19]3[cH:20][cH:21][c:22]([CH2:25][N:26]4[CH2:27][CH:28]([CH3:39])[N:29]([C:32]([O:33][C:34]([CH3:35])([CH3:36])[CH3:37])=[O:38])[CH2:30][CH2:31]4)[cH:23][cH:24]3)=[O:40])[CH2:15][CH2:16]2)[cH:6][cH:7][c:8]1[F:9].[Cl:48][CH2:49][Cl:50].[F:41][C:42]([F:43])([F:44])[C:45]([OH:46])=[O:47]>>[C:1](#[N:2])[c:3]1[cH:4][c:5]([NH:10][CH:11]2[CH2:12][CH2:13][N:14]([C:17]([CH2:18][c:19]3[cH:20][cH:21][c:22]([CH2:25][N:26]4[CH2:27][CH:28]([CH3:39])[NH:29][CH2:30][CH2:31]4)[cH:23][cH:24]3)=[O:40])[CH2:15][CH2:16]2)[cH:6][cH:7][c:8]1[F:9]. The reactants are O=C(Cl)c1cccnc1, C=CC(C)c1cc(C)c2c(c1O)C(NC)C1CCCCC21, Cl, c1ccncc1. Yields the product C=CC(C)c1cc(C)c2c(c1O)C(N(C)C(=O)c1cccnc1)C1CCCCC21. Reaction SMILES: [C:23]([c:24]1[cH:25][n:26][cH:27][cH:28][cH:29]1)(=[O:30])[Cl:31].[CH3:1][CH:2]([CH:3]=[CH2:4])[c:5]1[cH:6][c:7]([CH3:21])[c:8]2[c:16]([c:17]1[OH:18])[CH:15]([NH:19][CH3:20])[CH:14]1[CH:9]2[CH2:10][CH2:11][CH2:12][CH2:13]1.[ClH:22].[cH:32]1[cH:33][cH:34][n:35][cH:36][cH:37]1>>[CH3:1][CH:2]([CH:3]=[CH2:4])[c:5]1[cH:6][c:7]([CH3:21])[c:8]2[c:16]([c:17]1[OH:18])[CH:15]([N:19]([CH3:20])[C:23]([c:24]1[cH:25][n:26][cH:27][cH:28][cH:29]1)=[O:30])[CH:14]1[CH:9]2[CH2:10][CH2:11][CH2:12][CH2:13]1. Starting materials: CC(C)(C)OC(=O)Nc1ccc(-n2cccc2)cc1NC(=O)CC(=O)c1cccc(-c2cnccn2)c1, ClCCl, O=C(O)C(F)(F)F. Yields the product O=C1CC(c2cccc(-c3cnccn3)c2)=Nc2ccc(-n3cccc3)cc2N1. Reaction SMILES: [C:1]([O:2][C:3](=[O:4])[NH:7][c:8]1[c:9]([NH:19][C:20]([CH2:21][C:22](=[O:5])[c:23]2[cH:24][c:25](-[c:29]3[n:30][cH:31][cH:32][n:33][cH:34]3)[cH:26][cH:27][cH:28]2)=[O:36])[cH:10][c:11](-[n:14]2[cH:15][cH:16][cH:17][cH:18]2)[cH:12][cH:13]1)([CH3:6])([CH3:35])[CH3:37].[Cl:45][CH2:46][Cl:47].[F:38][C:39]([F:40])([F:41])[C:42]([OH:43])=[O:44]>>[N:7]1=[C:22]([c:23]2[cH:24][c:25](-[c:29]3[n:30][cH:31][cH:32][n:33][cH:34]3)[cH:26][cH:27][cH:28]2)[CH2:21][C:20](=[O:36])[NH:19][c:9]2[c:8]1[cH:13][cH:12][c:11](-[n:14]1[cH:15][cH:16][cH:17][cH:18]1)[cH:10]2.